Dataset: the Open Reaction Database (ORD), a public repository of structured organic reaction records. Task: describe an organic reaction: reactants, conditions, products, and yield Starting materials: OC(=O)O (hydroxycarboxylic acid), C(C(O)C)(=O)O (lactic acid), [OH-].[Ca+2].[OH-] (calcium hydroxide). The product is C(C(O)C)(=O)[O-].[Ca+2].C(C(O)C)(=O)[O-] (calcium lactate). Reaction SMILES: OC(O)=O.[C:5]([OH:10])(=[O:9])[CH:6]([CH3:8])[OH:7].[OH-].[Ca+2:12].[OH-]>>[C:5]([O-:10])(=[O:9])[CH:6]([CH3:8])[OH:7].[Ca+2:12].[C:5]([O-:10])(=[O:9])[CH:6]([CH3:8])[OH:7] |f:2.3.4,5.6.7|. Procedure details: When the hydroxycarboxylic acid of the invention is lactic acid, an aqueous solution or suspension of calcium hydroxide is used as an alkaline solution. Isolation of calcium lactate from the aqueous solution obtained by decomposition can be efficiently carried out by using calcium hydroxide. For example, a polymer is added to an aqueous suspension of calcium hydroxide and completely decomposed with stirring at 50~100° C. Unreacted calcium hydroxide is removed from the reaction mixture by such me... Starting materials: [BH4-], CO, Cl[Mn]Cl, Cl, CCOC(=O)C(Cc1ccc(C(F)(F)F)cc1)C(=O)c1ccc(F)cc1, [Na+]. Yields the product CCOC(=O)C(Cc1ccc(C(F)(F)F)cc1)C(O)c1ccc(F)cc1. Reaction SMILES: [BH4-:27].[CH3:30][OH:31].[Cl:32][Mn:33][Cl:34].[ClH:29].[F:1][c:2]1[cH:3][cH:4][c:5]([C:8]([CH:9]([C:10](=[O:11])[O:12][CH2:13][CH3:14])[CH2:15][c:16]2[cH:17][cH:18][c:19]([C:22]([F:23])([F:24])[F:25])[cH:20][cH:21]2)=[O:26])[cH:6][cH:7]1.[Na+:28]>>[F:1][c:2]1[cH:3][cH:4][c:5]([CH:8]([CH:9]([C:10](=[O:11])[O:12][CH2:13][CH3:14])[CH2:15][c:16]2[cH:17][cH:18][c:19]([C:22]([F:23])([F:24])[F:25])[cH:20][cH:21]2)[OH:26])[cH:6][cH:7]1. Reactants: FC(C(=O)O)(F)F.BrC1=CC=C2C(=C1)NC(C21C(NC(C1C1=C(C(=CC=C1)Cl)F)C(=O)O)CC(C)(C)C)=O (rac-(2′S,3′R,4′S,5′S)-6-bromo-4′-(3-chloro-2-fluoro-phenyl)-2′-(2,2-dimethyl-propyl)-2-oxo-1,2-dihydro-spiro[indole-3,3′-pyrrolidine]-5′-carboxylic acid trifluoroacetic acid), NC1=C(C=C(C(=O)OC)C=C1)OC (methyl 4-amino-3-methoxybenzoate), C(C)(C)N(CC)C(C)C (diisopropylethylamine), C1(=CC=CC=C1)P(=O)(C1=CC=CC=C1)Cl (diphenylphosphinic chloride). Yields the product COC(C1=CC(=C(C=C1)NC(=O)[C@H]1[C@@H]([C@@]2([C@@H](N1)CC(C)(C)C)C(NC1=CC(=CC=C12)Br)=O)C1=C(C(=CC=C1)Cl)F)OC)=O (rac-4-{[(2′S,3′R,4′S,5′R)-6-bromo-4′-(3-chloro-2-fluoro-phenyl)-2′-(2,2-dimethyl-propyl)-2-oxo-1,2-dihydro-spiro[indole-3,3′-pyrrolidine]-5′-carbonyl]-amino}-3-methoxy-benzoic acid methyl ester). Yield: 47.3%. As a reaction SMILES: FC(F)(F)C(O)=O.[Br:8][C:9]1[CH:14]=[C:13]2[NH:15][C:16](=[O:38])[C:17]3([CH:21]([C:22]4[CH:27]=[CH:26][CH:25]=[C:24]([Cl:28])[C:23]=4[F:29])[CH:20]([C:30](O)=[O:31])[NH:19][CH:18]3[CH2:33][C:34]([CH3:37])([CH3:36])[CH3:35])[C:12]2=[CH:11][CH:10]=1.C(N(C(C)C)CC)(C)C.C1(P(Cl)(C2C=CC=CC=2)=O)C=CC=CC=1.[NH2:63][C:64]1[CH:73]=[CH:72][C:67]([C:68]([O:70][CH3:71])=[O:69])=[CH:66][C:65]=1[O:74][CH3:75]>>[CH3:71][O:70][C:68](=[O:69])[C:67]1[CH:72]=[CH:73][C:64]([NH:63][C:30]([C@@H:20]2[NH:19][C@@H:18]([CH2:33][C:34]([CH3:37])([CH3:36])[CH3:35])[C@:17]3([C:12]4[C:13](=[CH:14][C:9]([Br:8])=[CH:10][CH:11]=4)[NH:15][C:16]3=[O:38])[C@H:21]2[C:22]2[CH:27]=[CH:26][CH:25]=[C:24]([Cl:28])[C:23]=2[F:29])=[O:31])=[C:65]([O:74][CH3:75])[CH:66]=1 |f:0.1|. Reported procedure: In a manner similar to the method described in Example 5, rac-(2′S,3′R,4′S,5′R)-6-bromo-4′-(3-chloro-2-fluoro-phenyl)-2′-(2,2-dimethyl-propyl)-2-oxo-1,2-dihydro-spiro[indole-3,3′-pyrrolidine]-5′-carboxylic acid trifluoroacetic acid prepared in Example 92 (0.4 g, 0.66 mmol) was reacted with diisopropylethylamine (0.43 g, 3.3 mmol), diphenylphosphinic chloride (0.31 g, 1.3 mmol), then reacted with methyl 4-amino-3-methoxybenzoate (Ark Pharm) (0.18 g, 0.99 mmol) to give rac-4-{[(2′S,3′R,4′S,5′R)-6-... Reactants: NC1=NC=CC=C1OCC1=C(C=C(C=C1)Cl)Cl (2-amino-3-(2,4-dichlorobenzyloxy)pyridine), Cl.C1(=CC=CC=C1)CC(OCC)=N (ethyl phenylacetimidate hydrochloride). The solvent is C(C)O (ethanol). The product is Cl.ClC1=C(COC=2C(=NC=CC2)NC(CC2=CC=CC=C2)=N)C=CC(=C1)Cl (N-(3-(2,4-Dichlorobenzyloxy)-2-pyridyl)phenyl-acetamidine hydrochloride). Yield: 14.8%. Reaction SMILES: [NH2:1][C:2]1[C:7]([O:8][CH2:9][C:10]2[CH:15]=[CH:14][C:13]([Cl:16])=[CH:12][C:11]=2[Cl:17])=[CH:6][CH:5]=[CH:4][N:3]=1.Cl.[C:19]1([CH2:25][C:26](=[NH:30])OCC)[CH:24]=[CH:23][CH:22]=[CH:21][CH:20]=1>C(O)C>[ClH:16].[Cl:17][C:11]1[CH:12]=[C:13]([Cl:16])[CH:14]=[CH:15][C:10]=1[CH2:9][O:8][C:7]1[C:2]([NH:1][C:26](=[NH:30])[CH2:25][C:19]2[CH:24]=[CH:23][CH:22]=[CH:21][CH:20]=2)=[N:3][CH:4]=[CH:5][CH:6]=1 |f:1.2,4.5|. Procedure: A mixture of 2-amino-3-(2,4-dichlorobenzyloxy)pyridine (5.07 g, 18.8 mmol) and ethyl phenylacetimidate hydrochloride (3.52 g, 25.8 mmol) in ethanol (150 ml) was heated under reflux for 2 hours. Evaporation of the solvent gave an oil which was purified by flash chromatography (dichloromethane/methanol) and trituration with ether to obtain the product (0.59 g), m.p. 185°-187° C. The reactants are NC1=CC=CC=C1 (aniline), S(O)(O)(=O)=O (sulfuric acid), N(=O)[O-].[Na+] (sodium nitrite), [I-].[K+] (potassium iodide), C(Cl)(Cl)Cl (chloroform). The solvent is O (water), O (water), O (water). Reaction conditions: temperature 5 celsius, time 30 minute. Yields the product ClC=1C=CC(=C(C1)N1CCCC1)I (1-(5-chloro-2-iodo-phenyl)-pyrrolidine). Isolated yield 60.0%. As a reaction SMILES: N([O-])=O.[Na+].[NH2:5][C:6]1[CH:11]=[CH:10][CH:9]=C[CH:7]=1.S(=O)(=O)(O)O.[I-:17].[K+].[CH:19]([Cl:22])(Cl)Cl>O>[Cl:22][C:19]1[CH:9]=[CH:10][C:11]([I:17])=[C:6]([N:5]2[CH2:10][CH2:11][CH2:6][CH2:7]2)[CH:7]=1 |f:0.1,4.5|. Reported procedure: Add a solution of 0.58 g (8.45 mmol) of sodium nitrite in 3 mL of water to a mixture of the aniline (1.66 g, 8.45 mmol), 19 mL of water and 5 mL of concentrated sulfuric acid cooled at 5° C. in an ice bath, while maintaining the temperature below 10° C. Stir the mixture for 30 min and pour the solution into a solution of 1.75 g (10.56 mmol) of potassium iodide in 10 mL of water. Heat the aqueous solution at 60° C. for 3 h. Cool the black solution and add chloroform. Separate the organic layer an... Starting materials: ClC=1C=C(C(=O)O)C=C(C1)C1CC1 (3-chloro-5-cyclopropylbenzoic acid), FC=1C=C(C(=O)N(C)C=2C=NC=CC2C2=C(C=C(C=C2)F)OC)C=C(C1)C(F)(F)F (3-Fluoro-N-[4-(4-fluoro-2-methoxy-phenyl)-pyridin-3-yl]-N-methyl-5-trifluoromethyl-benzamide). Yields the product ClC=1C=C(C(=O)N(C)C=2C=NC=CC2C2=C(C=C(C=C2)F)OC)C=C(C1)C1CC1 (3-Chloro-5-cyclopropyl-N-[4-(4-fluoro-2-methoxy-phenyl)-pyridin-3-yl]-N-methyl-benzamide). RXN SMILES: [Cl:1][C:2]1[CH:3]=[C:4]([CH:8]=[C:9]([CH:11]2[CH2:13][CH2:12]2)[CH:10]=1)[C:5]([OH:7])=O.FC1C=C(C=C(C(F)(F)F)C=1)[C:18]([N:20]([C:22]1[CH:23]=[N:24][CH:25]=[CH:26][C:27]=1[C:28]1[CH:33]=[CH:32][C:31]([F:34])=[CH:30][C:29]=1[O:35][CH3:36])C)=O>>[Cl:1][C:2]1[CH:3]=[C:4]([CH:8]=[C:9]([CH:11]2[CH2:13][CH2:12]2)[CH:10]=1)[C:5]([N:20]([C:22]1[CH:23]=[N:24][CH:25]=[CH:26][C:27]=1[C:28]1[CH:33]=[CH:32][C:31]([F:34])=[CH:30][C:29]=1[O:35][CH3:36])[CH3:18])=[O:7]. Procedure: The title compound was prepared in analogy to example 90, from 3-chloro-5-cyclopropylbenzoic acid and 4-(4-fluoro-2-methoxyphenyl)-N-methylpyridin-3-amine (0.18 g, 775 μmol, example 129, intermediate) after a reaction time of 41 hours at room temperature. The compound was purified by silica gel chromatography on a 10 g column using an MPLC system eluting with a gradient of n-heptane:EtOAc (100:0 to 0:100). The product was purified by preparative HPLC (Gemini NX column) using a gradient of MeOH:w... Reactants: C(C(C)C)N1C2=NC(=NC(=C2N=C1N1C[C@@H](NCC1)C)N1CCOCC1)C=1C=NC(=NC1)N (5-{9-Isobutyl-8-[(3S)-3-methylpiperazin-1-yl]-6-morpholin-4-yl-9H-purin-2-yl}pyrimidin-2-amine), C1(CCCCC1)N=C=NC1CCCCC1 (dicyclohexylcarbodiimide), ON1N=NC2=C1C=CC=C2 (1-hydroxybenzotriazole), O[C@@H](CC(=O)O)C ((R)-3-hydroxybutyric acid). Run in CN(C=O)C (dimethylformamide). Run at temperature 40 celsius, time 16 hour. Product: NC1=NC=C(C=N1)C1=NC(=C2N=C(N(C2=N1)CC(C)C)N1C[C@@H](N(CC1)C(C[C@@H](C)O)=O)C)N1CCOCC1 ((2R)-4-{(2S)-4-[2-(2-Aminopyrimidin-5-yl)-9-isobutyl-6-morpholin-4-yl-9H-purin-8-yl]-2-methylpiperazin-1-yl}-4-oxobutan-2-ol). The yield is 28.1%. RXN SMILES: [CH2:1]([N:5]1[C:13]([N:14]2[CH2:19][CH2:18][NH:17][C@@H:16]([CH3:20])[CH2:15]2)=[N:12][C:11]2[C:6]1=[N:7][C:8]([C:27]1[CH:28]=[N:29][C:30]([NH2:33])=[N:31][CH:32]=1)=[N:9][C:10]=2[N:21]1[CH2:26][CH2:25][O:24][CH2:23][CH2:22]1)[CH:2]([CH3:4])[CH3:3].C1(N=C=NC2CCCCC2)CCCCC1.ON1C2C=CC=CC=2N=N1.[OH:59][C@H:60]([CH3:65])[CH2:61][C:62](O)=[O:63]>CN(C)C=O>[NH2:33][C:30]1[N:31]=[CH:32][C:27]([C:8]2[N:7]=[C:6]3[C:11]([N:12]=[C:13]([N:14]4[CH2:19][CH2:18][N:17]([C:62](=[O:63])[CH2:61][C@H:60]([OH:59])[CH3:65])[C@@H:16]([CH3:20])[CH2:15]4)[N:5]3[CH2:1][CH:2]([CH3:4])[CH3:3])=[C:10]([N:21]3[CH2:26][CH2:25][O:24][CH2:23][CH2:22]3)[N:9]=2)=[CH:28][N:29]=1. Reported procedure: 5-{9-Isobutyl-8-[(3S)-3-methylpiperazin-1-yl]-6-morpholin-4-yl-9H-purin-2-yl}pyrimidin-2-amine (150 mg, 0.33 mmol), dicyclohexylcarbodiimide (103 mg, 0.5 mmol), 1-hydroxybenzotriazole (45 mg, 0.33 mmol), and (R)-3-hydroxybutyric acid (70 mg, 0.67 mmol) were dissolved in dimethylformamide (5 ml) and the resulting mixture was stirred at 40° C. for 16 hours. The solvent was evaporated under reduced pressure and then the residue was purified by preparative HPLC (column, NOMURA Develosil Combi-RP-5; ...